The task is: describe an organic reaction: reactants, conditions, products, and yield. This data is from the Open Reaction Database (ORD), a public repository of structured organic reaction records. Reactants: CCOC(C)OCC#CC(O)c1ccc(OC)cc1, ClCCl. Product: CCOC(C)OCC#CC(=O)c1ccc(OC)cc1. RXN SMILES: [CH2:1]([CH3:2])[O:3][CH:4]([CH3:5])[O:6][CH2:7][C:8]#[C:9][CH:10]([OH:11])[c:12]1[cH:13][cH:14][c:15]([O:18][CH3:19])[cH:16][cH:17]1.[CH2:20]([Cl:21])[Cl:22]>>[CH2:1]([CH3:2])[O:3][CH:4]([CH3:5])[O:6][CH2:7][C:8]#[C:9][C:10](=[O:11])[c:12]1[cH:13][cH:14][c:15]([O:18][CH3:19])[cH:16][cH:17]1. The reactants are C1=CC=C(C=C1)/C=C/C=O (cinnamic aldehyde), C(=C)OCC (ethyl vinyl ether). Product: C(C)OC1OC=CC(C1)C1=CC=CC=C1 (2-ethoxy-4-phenyl-3,4-dihydro-2H-pyran). As a reaction SMILES: [CH:1]1[CH:6]=[CH:5][C:4](/[CH:7]=[CH:8]/[CH:9]=[O:10])=[CH:3][CH:2]=1.[CH:11]([O:13][CH2:14][CH3:15])=[CH2:12]>>[CH2:11]([O:13][CH:14]1[CH2:15][CH:7]([C:4]2[CH:5]=[CH:6][CH:1]=[CH:2][CH:3]=2)[CH:8]=[CH:9][O:10]1)[CH3:12]. Procedure: treating cinnamic aldehyde with ethyl vinyl ether to afford 2-ethoxy-4-phenyl-3,4-dihydro-2H-pyran, hydrogenating the resulting product to afford 3-cyclohexylpentane-1,5-diol and finally heating the above diol in the presence of a dehydrogenation catalyst to afford 3-cyclohexyl-pentanolide; or Reactants: Cn1cc[n+](C)c1, O=Cc1ccc(Cl)cc1, FC(F)(F)c1cnc(Cl)c(Cl)c1, [H-], [I-], [Na+], C1COCCO1, O. Yields the product O=C(c1ccc(Cl)cc1)c1ncc(C(F)(F)F)cc1Cl. As a reaction SMILES: [CH3:23][n:24]1[cH:25][n+:26]([CH3:27])[cH:28][cH:29]1.[Cl:13][c:14]1[cH:15][cH:16][c:17]([CH:18]=[O:19])[cH:20][cH:21]1.[Cl:1][c:2]1[n:3][cH:4][c:5]([C:9]([F:10])([F:11])[F:12])[cH:6][c:7]1[Cl:8].[H-:30].[I-:22].[Na+:31].[O:32]1[CH2:33][CH2:34][O:35][CH2:36][CH2:37]1.[OH2:38]>>[c:2]1([C:18]([c:17]2[cH:16][cH:15][c:14]([Cl:13])[cH:21][cH:20]2)=[O:19])[n:3][cH:4][c:5]([C:9]([F:10])([F:11])[F:12])[cH:6][c:7]1[Cl:8]. Reactants: ClC1=CC(=CC=C1)C(=O)OO (3-chloroperbenzoic acid), S(=O)(=O)([O-])S(=O)[O-].[Na+].[Na+] (sodium metabisulfite), COC(C1=C(C=C(C=C1)C1=NOC(C1SC)(C(F)(F)F)C1=CC(=CC(=C1)Cl)Cl)C)=O (4-[5-(3,5-dichloro-phenyl)-5-trifluoromethyl-4-methylsulfanyl-4,5-dihydro-isoxazol-3-yl]-2-methyl-benzoic acid methyl ester), ClC=1C=C(C(=O)OO)C=CC1 (3-chloroperoxybenzoic acid), C1=CC(=CC(=C1)Cl)C(=O)OO (MCPBA). Reported procedure: To a solution of 4-[5-(3,5-dichloro-phenyl)-5-trifluoromethyl-4-methylsulfanyl-4,5-dihydro-isoxazol-3-yl]-2-methyl-benzoic acid methyl ester (428 mg) in dichloromethane (15 ml) was added 3-chloroperoxybenzoic acid (“MCPBA”) (500 mg) dropwise at ambient temperature. The reaction mixture was stirred for 5 hours then more 3-chloroperoxubenzoic acid (“MCPBA”) (300 mg) was added dropwise. The reaction mixture was allowed to stand at ambient temperature for 3 days. Then more 3-chloroperbenzoic acid (“... RXN SMILES: [CH3:1][O:2][C:3](=[O:30])[C:4]1[CH:9]=[CH:8][C:7]([C:10]2[CH:14](SC)[C:13]([C:21]3[CH:26]=[C:25]([Cl:27])[CH:24]=[C:23]([Cl:28])[CH:22]=3)([C:17]([F:20])([F:19])[F:18])[O:12][N:11]=2)=[CH:6][C:5]=1[CH3:29].Cl[C:32]1C=C(C=CC=1)C(OO)=O.[S:42](S([O-])=O)([O-:45])(=O)=[O:43].[Na+].[Na+]>ClCCl>[CH3:1][O:2][C:3](=[O:30])[C:4]1[CH:9]=[CH:8][C:7]([C:10]2[CH:14]([S:42]([CH3:32])(=[O:45])=[O:43])[C:13]([C:21]3[CH:22]=[C:23]([Cl:28])[CH:24]=[C:25]([Cl:27])[CH:26]=3)([C:17]([F:20])([F:19])[F:18])[O:12][N:11]=2)=[CH:6][C:5]=1[CH3:29] |f:2.3.4|. Reaction conditions: time 5 hour. The solvent is ClCCl (dichloromethane). The product is COC(C1=C(C=C(C=C1)C1=NOC(C1S(=O)(=O)C)(C(F)(F)F)C1=CC(=CC(=C1)Cl)Cl)C)=O (4-[5-(3,5-dichloro-phenyl)-4-methanesulfonyl-5-trifluoromethyl-4,5-dihydro-isoxazol-3-yl]-2-methyl-benzoic acid methyl ester). The reactants are CN1CCC(Oc2cccc(N)c2)CC1, O=C(Cl)c1c(F)cccc1F, C1COCCO1. The product is Cl, CN1CCC(Oc2cccc(NC(=O)c3c(F)cccc3F)c2)CC1. Reaction SMILES: [CH3:12][N:13]1[CH2:14][CH2:15][CH:16]([O:19][c:20]2[cH:21][c:22]([NH2:26])[cH:23][cH:24][cH:25]2)[CH2:17][CH2:18]1.[F:1][c:2]1[c:3]([C:4](=[O:5])[Cl:6])[c:7]([F:11])[cH:8][cH:9][cH:10]1.[O:27]1[CH2:28][CH2:29][O:30][CH2:31][CH2:32]1>>[ClH:6].[F:1][c:2]1[c:3]([C:4](=[O:5])[NH:26][c:22]2[cH:21][c:20]([O:19][CH:16]3[CH2:15][CH2:14][N:13]([CH3:12])[CH2:18][CH2:17]3)[cH:25][cH:24][cH:23]2)[c:7]([F:11])[cH:8][cH:9][cH:10]1. The reactants are [Li]CCCC, CCCCB(CCCC)CCCC, C1CCOC1, CS(=O)(=O)c1ccc(-c2cscc2-c2ccc(F)cc2)cc1, CCCCCC, CC(=O)[O-], CCOC(C)=O, NOS(=O)(=O)O, [Na+], O. The product is NS(=O)(=O)c1ccc(-c2cscc2-c2ccc(F)cc2)cc1. As a reaction SMILES: [CH2:23]([Li:24])[CH2:25][CH2:26][CH3:27].[CH2:34]([B:35]([CH2:36][CH2:37][CH2:38][CH3:39])[CH2:40][CH2:41][CH2:42][CH3:43])[CH2:44][CH2:45][CH3:46].[CH2:58]1[O:59][CH2:60][CH2:61][CH2:62]1.[CH3:1][S:2](=[O:3])(=[O:4])[c:5]1[cH:6][cH:7][c:8](-[c:11]2[cH:12][s:13][cH:14][c:15]2-[c:16]2[cH:17][cH:18][c:19]([F:22])[cH:20][cH:21]2)[cH:9][cH:10]1.[CH3:28][CH2:29][CH2:30][CH2:31][CH2:32][CH3:33].[CH3:48][C:49](=[O:50])[O-:51].[CH3:63][CH2:64][O:65][C:66](=[O:67])[CH3:68].[NH2:52][O:53][S:54]([OH:55])(=[O:56])=[O:57].[Na+:47].[OH2:69]>>[S:2](=[O:3])(=[O:4])([c:5]1[cH:6][cH:7][c:8](-[c:11]2[cH:12][s:13][cH:14][c:15]2-[c:16]2[cH:17][cH:18][c:19]([F:22])[cH:20][cH:21]2)[cH:9][cH:10]1)[NH2:52].